This data is from the Open Reaction Database (ORD), a public repository of structured organic reaction records. The task is: describe an organic reaction: reactants, conditions, products, and yield Starting materials: C(C)C(COC1=CC(=C(C(=O)OC)C=C1)O)CCCC (methyl 4-(2-ethylhexyloxy)-2-hydroxybenzoate), C(C)C(COC1=CC(=C(C(=O)OC)C=C1)O)CCCC (methyl 4-(2-ethylhexyloxy)-2-hydroxybenzoate), [OH-].[K+] (KOH). Run in CO (methanol). The product is C(C)C(COC1=CC(=C(C(=O)O)C=C1)O)CCCC (4-(2-ethylhexyloxy)-2-hydroxybenzoic acid). The yield is 75.4%. Reaction SMILES: [CH2:1]([CH:3]([CH2:17][CH2:18][CH2:19][CH3:20])[CH2:4][O:5][C:6]1[CH:15]=[CH:14][C:9]([C:10]([O:12]C)=[O:11])=[C:8]([OH:16])[CH:7]=1)[CH3:2].[OH-].[K+]>CO>[CH2:1]([CH:3]([CH2:17][CH2:18][CH2:19][CH3:20])[CH2:4][O:5][C:6]1[CH:15]=[CH:14][C:9]([C:10]([OH:12])=[O:11])=[C:8]([OH:16])[CH:7]=1)[CH3:2] |f:1.2|. Reported procedure: In 100 ml of methanol was dissolved 6.44 g (23.1 mmol) of methyl 4-(2-ethylhexyloxy)-2-hydroxybenzoate (compound 1 obtained in Example 1), and an aqueous solution of 3.0 g (53.5 mmol) of KOH was added thereto at room temperature to obtain a reaction mixture. The resulting reaction mixture was heated under reflux for 4 hours, followed by cooling to room temperature, and methanol was evaporated. The residue was poured into 200 ml of dilute hydrochloric acid to be rendered acidic and then extracted... Reactants: Cu, CO (methanol), C(C=C)(=O)OCCCC (butyl acrylate), O=O (O2), C(OC)COC (dimethoxyethane). Reagents/catalysts: Cl[Pd]Cl (PdCl2). Yields the product COC(CC(=O)OCCCC)OC (butyl 3,3-dimethoxypropionate), Cu. RXN SMILES: [CH3:1][OH:2].[C:3]([O:7][CH2:8][CH2:9][CH2:10][CH3:11])(=[O:6])[CH:4]=[CH2:5].O=O.[CH2:14](COC)[O:15]C>Cl[Pd]Cl>[CH3:14][O:15][CH:5]([O:2][CH3:1])[CH2:4][C:3]([O:7][CH2:8][CH2:9][CH2:10][CH3:11])=[O:6]. Reported procedure: and 10. 0.07 g (0.4 mmol) of PdCl2, 4 mmol of a Cu compound corresponding to Table 2, 1.14 g (36 mmol) of methanol and 0.51 g of butyl acrylate in 3.5 g of dimethoxyethane was stirred for 20 hours at 50° C. under an O2 atmosphere (O2 -filled air balloon) in a round-bottomed flask with a magnetic core and reflux condenser. The yields of butyl 3,3-dimethoxypropionate as a function of the Cu compound used are compiled in Table 2. Starting materials: CN, CC(C)(C)OC(=O)Nc1nc(CCl)cs1, C1CCOC1. Product: CNCc1csc(NC(=O)OC(C)(C)C)n1. RXN SMILES: [CH3:16][NH2:17].[Cl:1][CH2:2][c:3]1[n:4][c:5]([NH:8][C:9]([O:10][C:11]([CH3:12])([CH3:13])[CH3:14])=[O:15])[s:6][cH:7]1.[O:18]1[CH2:19][CH2:20][CH2:21][CH2:22]1>>[CH2:2]([c:3]1[n:4][c:5]([NH:8][C:9]([O:10][C:11]([CH3:12])([CH3:13])[CH3:14])=[O:15])[s:6][cH:7]1)[NH:17][CH3:16]. Starting materials: FC1=C(C(=CC=C1)[N+](=O)[O-])F (1,2-difluoro-3-nitrobenzene), N([C@@H](CO)C(=O)O)C(=O)OC(C)(C)C (BOC-Ser-OH), [H-].[Na+] (NaH), Cl (HCl). The solvent is CN(C)C=O (DMF), O (H2O), CN(C)C=O (DMF), CN(C)C=O (DMF). Run at temperature 0 celsius, time 2 hour. Yields the product C(C)(C)(C)OC(=O)N[C@H](C(=O)O)COC1=C(C=CC=C1[N+](=O)[O-])F ((S)-2-(tert-butoxycarbonylamino)-3-(2-fluoro-6-nitrophenoxy)propanoic acid). Yield: 67.8%. As a reaction SMILES: [NH:1]([C:8]([O:10][C:11]([CH3:14])([CH3:13])[CH3:12])=[O:9])[C@H:2]([C:5]([OH:7])=[O:6])[CH2:3][OH:4].[H-].[Na+].[F:17][C:18]1[CH:23]=[CH:22][CH:21]=[C:20]([N+:24]([O-:26])=[O:25])[C:19]=1F.Cl>CN(C=O)C.O>[C:11]([O:10][C:8]([NH:1][C@@H:2]([CH2:3][O:4][C:19]1[C:20]([N+:24]([O-:26])=[O:25])=[CH:21][CH:22]=[CH:23][C:18]=1[F:17])[C:5]([OH:7])=[O:6])=[O:9])([CH3:14])([CH3:13])[CH3:12] |f:1.2|. Procedure details: A solution of BOC-Ser-OH (2.58 g, 12.6 mmol) in DMF (10.00 mL) was added to a suspension of NaH (60% in mineral oil, 1.06 g, 26.4 mmol) in DMF (10 mL) at 0° C. over 10 min. After 1 h at 0° C. a solution of 1,2-difluoro-3-nitrobenzene (2 g, 12.6 mmol) in DMF (10 mL) was added and the mixture stirred at 0° C. for 2 h. The mixture was diluted with H2O and acidified to pH 3 with 1 N HCl, then extracted with EtOAc. The combined extracts were dried over MgSO4 and the filtrate was concentrated to give ... Reactants: C=1C=C2C=CC=C3C2=C(C1)C(=O)NC3=O (1,8-naphthalimide), [I-].[K+] (potassium iodide), ClC1=C(C=C(C=C1)C(F)(F)F)[N+](=O)[O-] (4-chloro-3-nitrobenzotrifluoride), C([O-])([O-])=O.[K+].[K+] (potassium carbonate). Solvent: CN(C=O)C (N,N-dimethylformamide). Yields the product [N+](=O)([O-])C1=C(C=CC(=C1)C(F)(F)F)N1C(C2=CC=CC=3C2=C(C1=O)C=CC3)=O (2-[2-nitro-4-(trifluoromethyl)phenyl]-1H-benz[de]isoquinoline-1,3-(2H)-dione). Reaction SMILES: [CH:1]1[CH:2]=[C:3]2[C:8]3=[C:9]([C:11]([NH:13][C:14](=[O:15])[C:7]3=[CH:6][CH:5]=[CH:4]2)=[O:12])[CH:10]=1.Cl[C:17]1[CH:22]=[CH:21][C:20]([C:23]([F:26])([F:25])[F:24])=[CH:19][C:18]=1[N+:27]([O-:29])=[O:28].C(=O)([O-])[O-].[K+].[K+].[I-].[K+]>CN(C)C=O>[N+:27]([C:18]1[CH:19]=[C:20]([C:23]([F:24])([F:25])[F:26])[CH:21]=[CH:22][C:17]=1[N:13]1[C:14](=[O:15])[C:7]2[CH:6]=[CH:5][CH:4]=[C:3]3[C:8]=2[C:9](=[CH:10][CH:1]=[CH:2]3)[C:11]1=[O:12])([O-:29])=[O:28] |f:2.3.4,5.6|. Procedure details: Eight-tenths mole (157.6 g.) of 1,8-naphthalimide, 260 g. (1.15 m.) of 4-chloro-3-nitrobenzotrifluoride, 64 g. (0.46 m.) of anhydrous potassium carbonate, about 4 g. (0.024 m.) of potassium iodide, and 2400 ml. of dry N,N-dimethylformamide were allowed to reflux under a nitrogen atmosphere for about 8 hours. The reaction mixture was allowed to cool to room temperature and the reaction vessel was then chilled in an ice-bath. The resulting precipitate was filtered, washed with water, and dried in ... Yields the product COCOC1CC2=NOCC2C(O)C1O. Reaction SMILES: [C:20](=[O:21])([O-:22])[OH:23].[CH3:1][C:2]1([CH3:18])[O:3][CH:4]2[CH:5]([CH:6]([O:13][CH2:14][O:15][CH3:16])[CH2:7][C:8]3=[N:12][O:11][CH2:10][CH:9]23)[O:17]1.[CH3:30][CH2:31][O:32][CH2:33][CH3:34].[ClH:19].[Na+:24].[O:25]1[CH2:26][CH2:27][CH2:28][CH2:29]1>>[OH:3][CH:4]1[CH:5]([OH:17])[CH:6]([O:13][CH2:14][O:15][CH3:16])[CH2:7][C:8]2=[N:12][O:11][CH2:10][CH:9]12. Reactants: O=C([O-])O, COCOC1CC2=NOCC2C2OC(C)(C)OC12, CCOCC, Cl, [Na+], C1CCOC1. Starting materials: CC(C)O, Cc1nc(-c2ccc3ccc(-c4ccccc4)nc3c2)c2c(Cl)nccn12, ClCCl, N. Yields the product Cc1nc(-c2ccc3ccc(-c4ccccc4)nc3c2)c2c(N)nccn12. Reaction SMILES: [CH:29]([OH:30])([CH3:31])[CH3:32].[Cl:1][c:2]1[c:3]2[n:4]([cH:5][cH:6][n:7]1)[c:8]([CH3:27])[n:9][c:10]2-[c:11]1[cH:12][cH:13][c:14]2[cH:15][cH:16][c:17](-[c:21]3[cH:22][cH:23][cH:24][cH:25][cH:26]3)[n:18][c:19]2[cH:20]1.[Cl:33][CH2:34][Cl:35].[NH3:28]>>[c:2]1([NH2:28])[c:3]2[n:4]([cH:5][cH:6][n:7]1)[c:8]([CH3:27])[n:9][c:10]2-[c:11]1[cH:12][cH:13][c:14]2[cH:15][cH:16][c:17](-[c:21]3[cH:22][cH:23][cH:24][cH:25][cH:26]3)[n:18][c:19]2[cH:20]1. The reactants are [Br-], CN(C)CCCl, CCCC[N+](CCCC)(CCCC)CCCC, Cc1ccccc1, O=C(Cc1ccc(Cl)cc1)c1ccc(O)cc1, Cl, [Na+], [OH-]. The product is CN(C)CCOc1ccc(C(=O)Cc2ccc(Cl)cc2)cc1. Reaction SMILES: [Br-:27].[CH3:21][N:22]([CH3:23])[CH2:24][CH2:25][Cl:26].[CH3:28][CH2:29][CH2:30][CH2:31][N+:32]([CH2:33][CH2:34][CH2:35][CH3:36])([CH2:37][CH2:38][CH2:39][CH3:40])[CH2:41][CH2:42][CH2:43][CH3:44].[CH3:45][c:46]1[cH:47][cH:48][cH:49][cH:50][cH:51]1.[Cl:3][c:4]1[cH:5][cH:6][c:7]([CH2:10][C:11](=[O:12])[c:13]2[cH:14][cH:15][c:16]([OH:19])[cH:17][cH:18]2)[cH:8][cH:9]1.[ClH:20].[Na+:2].[OH-:1]>>[Cl:3][c:4]1[cH:5][cH:6][c:7]([CH2:10][C:11](=[O:12])[c:13]2[cH:14][cH:15][c:16]([O:19][CH2:25][CH2:24][N:22]([CH3:21])[CH3:23])[cH:17][cH:18]2)[cH:8][cH:9]1. Starting materials: CCCCCCCCCCCN=C=O, CN(C)C=O, O. The product is CCCCCCCCCCCNC(N)=O. RXN SMILES: [CH2:1]([CH2:2][CH2:3][CH2:4][CH2:5][CH2:6][CH2:7][CH2:8][CH2:9][CH2:10][CH3:11])[N:12]=[C:13]=[O:14].[CH3:15][N:16]([CH3:17])[CH:18]=[O:19].[OH2:20]>>[CH2:1]([CH2:2][CH2:3][CH2:4][CH2:5][CH2:6][CH2:7][CH2:8][CH2:9][CH2:10][CH3:11])[NH:12][C:13](=[O:14])[NH2:16].